From a dataset of the Open Reaction Database (ORD), a public repository of structured organic reaction records. describe an organic reaction: reactants, conditions, products, and yield Starting materials: P(=O)(OC)(SCC)OC1=CC=C(C=C1)C=O (O-methyl S-ethyl O-(4-formylphenyl) thiophosphate), ClC=1C=C(C(=O)NN)C=CC1 (3-chlorobenzoylhydrazine). Run in C(Cl)Cl (methylene chloride), CO (methanol), CO (methanol). Reaction conditions: time 12 hour. The product is P(=O)(OC)(SCC)OC1=CC=C(C=C1)C=NNC(C1=CC(=CC=C1)Cl)=O (O-methyl S-ethyl O-[4-(3-chlorobenzoylhydrazonomethyl)phenyl] thiophosphate). As a reaction SMILES: [P:1]([O:8][C:9]1[CH:14]=[CH:13][C:12]([CH:15]=O)=[CH:11][CH:10]=1)([S:5][CH2:6][CH3:7])([O:3][CH3:4])=[O:2].[Cl:17][C:18]1[CH:19]=[C:20]([CH:25]=[CH:26][CH:27]=1)[C:21]([NH:23][NH2:24])=[O:22]>CO.C(Cl)Cl>[P:1]([O:8][C:9]1[CH:10]=[CH:11][C:12]([CH:15]=[N:24][NH:23][C:21](=[O:22])[C:20]2[CH:25]=[CH:26][CH:27]=[C:18]([Cl:17])[CH:19]=2)=[CH:13][CH:14]=1)([S:5][CH2:6][CH3:7])([O:3][CH3:4])=[O:2]. Reported procedure: A solution of O-methyl S-ethyl O-(4-formylphenyl) thiophosphate (0.02 mole) in methanol (50 ml) and 3-chlorobenzoylhydrazine (0.02 mole) are charged into a glass reaction vessel and the mixture is stirred at room temperature for a period of about 12 hours. After this time the reaction mixture is stripped of methanol under vacuum and the residue is dissolved in methylene chloride (100 ml) and the resulting solution is washed with water (75 ml), with aqueous sodium hydroxide (75 ml; 0.1 N) and aga... Starting materials: OC=1C(=CC2=CC=CC=C2C1)C(=O)NN (3-hydroxy-2-naphthohydrazide), C(C)(=O)[O-].[Na+] (sodium acetate), C(C)(=O)O (acetic acid), C(C1=CC=CC=C1)(=O)Cl (benzoyl chloride). Solvent: O (water). Run at temperature 30 celsius, time 1 hour. Yields the product OC=1C(=CC2=CC=CC=C2C1)C(=O)NNC(C1=CC=CC=C1)=O (N-(3-hydroxy-2-naphthoyl)-N′-benzoylhydrazine). RXN SMILES: [OH:1][C:2]1[C:3]([C:12]([NH:14][NH2:15])=[O:13])=[CH:4][C:5]2[C:10]([CH:11]=1)=[CH:9][CH:8]=[CH:7][CH:6]=2.C([O-])(=O)C.[Na+].C(O)(=O)C.[C:25](Cl)(=[O:32])[C:26]1[CH:31]=[CH:30][CH:29]=[CH:28][CH:27]=1>O>[OH:1][C:2]1[C:3]([C:12]([NH:14][NH:15][C:25](=[O:32])[C:26]2[CH:31]=[CH:30][CH:29]=[CH:28][CH:27]=2)=[O:13])=[CH:4][C:5]2[C:10]([CH:11]=1)=[CH:9][CH:8]=[CH:7][CH:6]=2 |f:1.2|. Reported procedure: A four neck flask (1 liter) equipped with a thermometer and a stirrer was charged with 60.6 g (0.3 mol) of 3-hydroxy-2-naphthohydrazide, 36.9 g (0.45 mol) of sodium acetate and 800 ml of acetic acid and heated to 30° C. Dropwise added thereto was 50.6 g (0.36 mol) of benzoyl chloride in one hour while stirring, and stirring was continued at 30° C. for one hour. After finishing the reaction, the reaction liquid was added to 1.5 liter of deionized water and crystal was filtered off. After washing ... Reactants: [Li]CCCC, CCCCCC, Cl, CCOC(=O)C(C)c1ccc(CI)cc1, C1CCOC1, ON=C1CCCCC1. Product: CCOC(=O)C(C)c1ccc(CC2CCCCC2=NO)cc1. RXN SMILES: [CH2:9]([Li:10])[CH2:11][CH2:12][CH3:13].[CH3:35][CH2:36][CH2:37][CH2:38][CH2:39][CH3:40].[ClH:29].[I:14][CH2:15][c:16]1[cH:17][cH:18][c:19]([CH:22]([C:23](=[O:24])[O:25][CH2:26][CH3:27])[CH3:28])[cH:20][cH:21]1.[O:30]1[CH2:31][CH2:32][CH2:33][CH2:34]1.[OH:1][N:2]=[C:3]1[CH2:4][CH2:5][CH2:6][CH2:7][CH2:8]1>>[OH:1][N:2]=[C:3]1[CH:4]([CH2:15][c:16]2[cH:17][cH:18][c:19]([CH:22]([C:23](=[O:24])[O:25][CH2:26][CH3:27])[CH3:28])[cH:20][cH:21]2)[CH2:5][CH2:6][CH2:7][CH2:8]1.